From a dataset of the Open Reaction Database (ORD), a public repository of structured organic reaction records. describe an organic reaction: reactants, conditions, products, and yield Starting materials: COC(=O)C1=C(N(C=2N([C@@H]1C1=C(C=C(C=C1)C#N)CCCN(C)C)C(NN2)=O)C2=CC(=CC=C2)C(F)(F)F)C ((R)-5-[4-Cyano-2-(3-dimethylamino-propyl)-phenyl]-7-methyl-3-oxo-8-(3-trifluoromethyl-phenyl)-2,3,5,8-tetrahydro-[1,2,4]triazolo[4,3-a]pyrimidine-6-carboxylic acid methyl ester), solution, CBr (methyl bromide). Solvent: CC#N (MeCN), C(C)#N (acetonitrile). Reaction conditions: time 2 hour. Product: [Br-].C(#N)C=1C=CC(=C(C1)CCC[N+](C)(C)C)[C@@H]1C(=C(N(C=2N1C(NN2)=O)C2=CC(=CC=C2)C(F)(F)F)C)C(=O)OC ((3-{5-Cyano-2-[(R)-6-methoxycarbonyl-7-methyl-3-oxo-8-(3-trifluoromethyl-phenyl)-2,3,5,8-tetrahydro-[1,2,4]triazolo[4,3-a]pyrimidin-5-yl]-phenyl}-propyl)-trimethyl-ammonium bromide). As a reaction SMILES: [CH3:1][O:2][C:3]([C:5]1[C@@H:10]([C:11]2[CH:16]=[CH:15][C:14]([C:17]#[N:18])=[CH:13][C:12]=2[CH2:19][CH2:20][CH2:21][N:22]([CH3:24])[CH3:23])[N:9]2[C:25](=[O:28])[NH:26][N:27]=[C:8]2[N:7]([C:29]2[CH:34]=[CH:33][CH:32]=[C:31]([C:35]([F:38])([F:37])[F:36])[CH:30]=2)[C:6]=1[CH3:39])=[O:4].[CH3:40][Br:41]>CC#N>[Br-:41].[C:17]([C:14]1[CH:15]=[CH:16][C:11]([C@H:10]2[N:9]3[C:25](=[O:28])[NH:26][N:27]=[C:8]3[N:7]([C:29]3[CH:34]=[CH:33][CH:32]=[C:31]([C:35]([F:37])([F:36])[F:38])[CH:30]=3)[C:6]([CH3:39])=[C:5]2[C:3]([O:2][CH3:1])=[O:4])=[C:12]([CH2:19][CH2:20][CH2:21][N+:22]([CH3:40])([CH3:24])[CH3:23])[CH:13]=1)#[N:18] |f:3.4|. Procedure details: To a solution of Example 12 (2.0 g, 3.70 mmol) in MeCN (10 mL) at 5° C. was added a 26% solution of methyl bromide in acetonitrile (10 mL) drop-wise. The mixture was allowed to warm to room temperature and stirred for 2 hours. The solvent was evaporated in vacuo. The resulting residue was taken up in 30% MeCN in water (30 mL) and freeze dried to yield a white solid (2.05 g). Starting materials: [N+](=O)([O-])C1=CC=C(C=C1)C(C(=O)O)(C)C (2-(4-nitrophenyl)-2-methylpropionic acid), S(O)(O)(=O)=O (sulphuric acid), CO (methanol). Product: CC(C(=O)OC)(C)C1=CC=C(C=C1)[N+](=O)[O-] (methyl 2-methyl-2-(4-nitrophenyl)propanoate). Reaction SMILES: [N+:1]([C:4]1[CH:9]=[CH:8][C:7]([C:10]([CH3:15])([CH3:14])[C:11]([OH:13])=[O:12])=[CH:6][CH:5]=1)([O-:3])=[O:2].S(=O)(=O)(O)O.[CH3:21]O>>[CH3:14][C:10]([C:7]1[CH:6]=[CH:5][C:4]([N+:1]([O-:3])=[O:2])=[CH:9][CH:8]=1)([CH3:15])[C:11]([O:13][CH3:21])=[O:12]. Procedure details: To a solution of 5 g of 2-(4-nitrophenyl)-2-methylpropionic acid in 40 mL of methanol, under argon, are added 4 mL of sulphuric acid. The reaction medium is heated at reflux for 3 hours and concentrated under reduced pressure. The residue is taken up in a mixture of ice-water and dichloromethane, the phases are separated and the organic phase is dried over magnesium sulphate and filtered. The filtrate is concentrated under reduced pressure to give 5.18 g of methyl 2-methyl-2-(4-nitrophenyl)propa... Product: C(N)(=O)C1=NC=CC(=C1)OC1=C(C=C(C(=O)O)C=C1)F (4-(2-Carbamoylpyridin-4-yloxy)-3-fluorobenzoic acid). Run at temperature 130 celsius. Reported procedure: To a solution of ethyl 3-fluoro-4-hydroxybenzoate (2.0 mmol, 368 mg) in DMF (5 mL), were added cesium carbonate (Aldrich, 6.0 mmol, 1.95 g) and 4-chloropicolinamide (2.0 mmol, 312 mg). The reaction mixture was heated at 130° C. for 20 h. After cooling to room temperature, 5 mL of cold water was added. The aqueous solution was washed with EtOAc (2×20 mL), and neutralized with 1N HCl to pH 3-4. The precipitate that formed was collected by filtration, washed with water, and dried under vacuum to gi... The yield is 29.7%. RXN SMILES: [F:1][C:2]1[CH:3]=[C:4]([CH:10]=[CH:11][C:12]=1[OH:13])[C:5]([O:7]CC)=[O:6].C(=O)([O-])[O-].[Cs+].[Cs+].Cl[C:21]1[CH:26]=[CH:25][N:24]=[C:23]([C:27]([NH2:29])=[O:28])[CH:22]=1.O>CN(C=O)C>[C:27]([C:23]1[CH:22]=[C:21]([O:13][C:12]2[CH:11]=[CH:10][C:4]([C:5]([OH:7])=[O:6])=[CH:3][C:2]=2[F:1])[CH:26]=[CH:25][N:24]=1)(=[O:28])[NH2:29] |f:1.2.3|. Solvent: CN(C)C=O (DMF). Reactants: FC=1C=C(C(=O)OCC)C=CC1O (ethyl 3-fluoro-4-hydroxybenzoate), C([O-])([O-])=O.[Cs+].[Cs+] (cesium carbonate), ClC1=CC(=NC=C1)C(=O)N (4-chloropicolinamide), O (water). The reactants are NC1=C(C2=C(COC2C)S1)C(=O)C1CCOCC1 ((2-amino-4-methyl-4,6-dihydrothieno[2,3-c]furan-3-yl)(tetrahydro-2H-pyran-4-yl)methanone), FC1=C(C(=O)Cl)C(=CC=C1)C(F)(F)F (2-fluoro-6-trifluoromethylbenzoyl chloride). Yields the product FC1=C(C(=O)NC2=C(C3=C(COC3C)S2)C(=O)C2CCOCC2)C(=CC=C1)C(F)(F)F (2-fluoro-N-[4-methyl-3-(tetrahydro-2H-pyran-4-ylcarbonyl)-4,6-dihydrothieno[2,3-c]furan-2-yl]-6-(trifluoromethyl)benzamide). As a reaction SMILES: [NH2:1][C:2]1[S:10][C:5]2[CH2:6][O:7][CH:8]([CH3:9])[C:4]=2[C:3]=1[C:11]([CH:13]1[CH2:18][CH2:17][O:16][CH2:15][CH2:14]1)=[O:12].[F:19][C:20]1[CH:28]=[CH:27][CH:26]=[C:25]([C:29]([F:32])([F:31])[F:30])[C:21]=1[C:22](Cl)=[O:23]>>[F:19][C:20]1[CH:28]=[CH:27][CH:26]=[C:25]([C:29]([F:30])([F:31])[F:32])[C:21]=1[C:22]([NH:1][C:2]1[S:10][C:5]2[CH2:6][O:7][CH:8]([CH3:9])[C:4]=2[C:3]=1[C:11]([CH:13]1[CH2:14][CH2:15][O:16][CH2:17][CH2:18]1)=[O:12])=[O:23]. Reported procedure: The title compound was prepared from the product of Example 52A and 2-fluoro-6-trifluoromethylbenzoyl chloride by the procedure described for Example 1B. 1H NMR (DMSO-d6, 300 MHz) δ 1.33 (d, J=6.1 Hz, 3H), 1.64-1.71 (m, 4H), 3.01-3.10 (m, 2H), 3.34-3.43 (m, 1H), 3.82-3.93 (m, 2H), 4.89-5.04 (m, 2H), 5.36-5.45 (m, 1H), 7.75-7.85 (m, 3H), 12.08 (br s, 1H). MS (ESI+) m/z 493 (M+H)+.